From a dataset of the Open Reaction Database (ORD), a public repository of structured organic reaction records. describe an organic reaction: reactants, conditions, products, and yield Reactants: C[O-], Cc1ccccc1, CCC(CO)(c1cccs1)N(C)C, COC(=O)c1ccc(N)c(Cl)c1OC, [Na+]. The product is CCC(COC(=O)c1ccc(N)c(Cl)c1OC)(c1cccs1)N(C)C. As a reaction SMILES: [CH3:1][O-:2].[CH3:31][c:32]1[cH:33][cH:34][cH:35][cH:36][cH:37]1.[CH3:4][N:5]([C:6]([CH2:7][OH:8])([CH2:9][CH3:10])[c:11]1[s:12][cH:13][cH:14][cH:15]1)[CH3:16].[NH2:17][c:18]1[c:19]([Cl:30])[c:20]([O:28][CH3:29])[c:21]([C:22](=[O:23])[O:24][CH3:25])[cH:26][cH:27]1.[Na+:3]>>[CH3:4][N:5]([C:6]([CH2:7][O:8][C:22]([c:21]1[c:20]([O:28][CH3:29])[c:19]([Cl:30])[c:18]([NH2:17])[cH:27][cH:26]1)=[O:23])([CH2:9][CH3:10])[c:11]1[s:12][cH:13][cH:14][cH:15]1)[CH3:16]. Reactants: C(C)(C)(C)OC(NCCCNC(C(C)C)C=1N(C(C2=C(N1)SN=C2C)=O)CC2=CC=CC=C2)=O ({3-[1-(5-benzyl-3-methyl-4-oxo-4,5-dihydro-isothiazolo[5,4-d]pyrimidin-6-yl)-2-methyl-propylamino]-propyl}-carbamic acid tert-butyl ester), C1(=CC=C(C=C1)C(=O)Cl)C (p-toluoyl chloride). The solvent is N1=CC=CC=C1 (pyridine), C(Cl)Cl (DCM), C(Cl)Cl (DCM). Run at time 2 day. Yields the product C(C)(C)(C)OC(NCCCN(C(C1=CC=C(C=C1)C)=O)C(C(C)C)C=1N(C(C2=C(N1)SN=C2C)=O)CC2=CC=CC=C2)=O ({3-[[1-(5-Benzyl-3-methyl-4-oxo-4,5-dihydro-isothiazolo[5,4-d]pyrimidin-6-yl)-2-methyl-propyl]-(4-methyl-benzoyl)-amino]-propyl}-carbamic acid tert-butyl ester). Reaction SMILES: [C:1]([O:5][C:6](=[O:34])[NH:7][CH2:8][CH2:9][CH2:10][NH:11][CH:12]([C:16]1[N:17]([CH2:27][C:28]2[CH:33]=[CH:32][CH:31]=[CH:30][CH:29]=2)[C:18](=[O:26])[C:19]2[C:24]([CH3:25])=[N:23][S:22][C:20]=2[N:21]=1)[CH:13]([CH3:15])[CH3:14])([CH3:4])([CH3:3])[CH3:2].[C:35]1([CH3:44])[CH:40]=[CH:39][C:38]([C:41](Cl)=[O:42])=[CH:37][CH:36]=1>N1C=CC=CC=1.C(Cl)Cl>[C:1]([O:5][C:6](=[O:34])[NH:7][CH2:8][CH2:9][CH2:10][N:11]([CH:12]([C:16]1[N:17]([CH2:27][C:28]2[CH:29]=[CH:30][CH:31]=[CH:32][CH:33]=2)[C:18](=[O:26])[C:19]2[C:24]([CH3:25])=[N:23][S:22][C:20]=2[N:21]=1)[CH:13]([CH3:15])[CH3:14])[C:41](=[O:42])[C:38]1[CH:39]=[CH:40][C:35]([CH3:44])=[CH:36][CH:37]=1)([CH3:3])([CH3:4])[CH3:2]. Procedure: To a solution of the crude {3-[1-(5-benzyl-3-methyl-4-oxo-4,5-dihydro-isothiazolo[5,4-d]pyrimidin-6-yl)-2-methyl-propylamino]-propyl}-carbamic acid tert-butyl ester (method 31) in pyridine (10 mL) at r.t., a solution of the p-toluoyl chloride (0.616 g, 4 mmol) in DCM (10 mL) was added dropwise and the resulting solution was stirred at r.t. for 2 days. The reaction mixture was diluted with DCM (100 mL) washed with water (2×100 mL), brine (100 mL) and dried (Na2SO4). Concentration of the organic l... Reaction conditions: time 8 hour. Yield: 41.0%. The reactants are C(C)(C)(C)OC(=O)NCC(=O)OCC(O)C=1C=NC(=CC1)C=1NC(=CC1)C(CC1CCOCC1)C1=CC=C(C=C1)S(=O)(=O)C1CC1 (2-[6-(5-{1-[4-(cyclopropylsulfonyl)phenyl]-2-(tetrahydro-2H-pyran-4-yl)ethyl}-1H-pyrrol-2-yl)pyridin-3-yl]-2-hydroxyethyl N-(tert-butoxycarbonyl)glycinate), C(C)(=O)OCC.Cl (hydrogen chloride-ethyl acetate). Procedure: To a solution of 2-[6-(5-{1-[4-(cyclopropylsulfonyl)phenyl]-2-(tetrahydro-2H-pyran-4-yl)ethyl}-1H-pyrrol-2-yl)pyridin-3-yl]-2-hydroxyethyl N-(tert-butoxycarbonyl)glycinate (245 mg) in ethyl acetate (5 mL) was added 4M hydrogen chloride-ethyl acetate solution (210 μL), and the mixture was stirred overnight at room temperature. The reaction mixture was diluted with diethyl ether, and the resulting precipitate was collected by filtration and dried to give the title compound (44.1 mg, yield 41%) as ... Solvent: C(C)OCC (diethyl ether), C(C)(=O)OCC (ethyl acetate). Product: Cl.Cl.NCC(=O)OCC(O)C=1C=NC(=CC1)C=1NC(=CC1)C(CC1CCOCC1)C1=CC=C(C=C1)S(=O)(=O)C1CC1 (2-[6-(5-{1-[4-(cyclopropylsulfonyl)phenyl]-2-(tetrahydro-2H-pyran-4-yl)ethyl}-1H-pyrrol-2-yl)pyridin-3-yl]-2-hydroxyethyl glycinate dihydrochloride). RXN SMILES: C(OC([NH:8][CH2:9][C:10]([O:12][CH2:13][CH:14]([C:16]1[CH:17]=[N:18][C:19]([C:22]2[NH:23][C:24]([CH:27]([C:35]3[CH:40]=[CH:39][C:38]([S:41]([CH:44]4[CH2:46][CH2:45]4)(=[O:43])=[O:42])=[CH:37][CH:36]=3)[CH2:28][CH:29]3[CH2:34][CH2:33][O:32][CH2:31][CH2:30]3)=[CH:25][CH:26]=2)=[CH:20][CH:21]=1)[OH:15])=[O:11])=O)(C)(C)C.C(OCC)(=O)C.[ClH:53]>C(OCC)(=O)C.C(OCC)C>[ClH:53].[ClH:53].[NH2:8][CH2:9][C:10]([O:12][CH2:13][CH:14]([C:16]1[CH:17]=[N:18][C:19]([C:22]2[NH:23][C:24]([CH:27]([C:35]3[CH:40]=[CH:39][C:38]([S:41]([CH:44]4[CH2:46][CH2:45]4)(=[O:42])=[O:43])=[CH:37][CH:36]=3)[CH2:28][CH:29]3[CH2:30][CH2:31][O:32][CH2:33][CH2:34]3)=[CH:25][CH:26]=2)=[CH:20][CH:21]=1)[OH:15])=[O:11] |f:1.2,5.6.7|. The reactants are [Li]CCCC, C1CCOC1, O=C1NC(Cc2ccccc2)CO1, O=C(Cl)CCc1ccccc1. Product: O=C(CCc1ccccc1)N1C(=O)OCC1Cc1ccccc1. Reaction SMILES: [CH2:1]([Li:2])[CH2:3][CH2:4][CH3:5].[CH2:30]1[O:31][CH2:32][CH2:33][CH2:34]1.[CH2:6]([c:7]1[cH:8][cH:9][cH:10][cH:11][cH:12]1)[CH:13]1[NH:14][C:15](=[O:18])[O:16][CH2:17]1.[c:19]1([CH2:25][CH2:26][C:27](=[O:28])[Cl:29])[cH:20][cH:21][cH:22][cH:23][cH:24]1>>[CH2:6]([c:7]1[cH:8][cH:9][cH:10][cH:11][cH:12]1)[CH:13]1[N:14]([C:27]([CH2:26][CH2:25][c:19]2[cH:20][cH:21][cH:22][cH:23][cH:24]2)=[O:28])[C:15](=[O:18])[O:16][CH2:17]1.